This data is from the Open Reaction Database (ORD), a public repository of structured organic reaction records. The task is: describe an organic reaction: reactants, conditions, products, and yield The reactants are ClC(Cl)(Cl)Cl, O=C=NS(=O)(=O)Oc1c(Cl)cccc1Cl, O=C=O, O. Yields the product NS(=O)(=O)Oc1c(Cl)cccc1Cl. As a reaction SMILES: [Cl:20][C:21]([Cl:22])([Cl:23])[Cl:24].[Cl:2][c:3]1[c:4]([O:5][S:6](=[O:7])(=[O:8])[N:9]=[C:10]=[O:11])[c:12]([Cl:16])[cH:13][cH:14][cH:15]1.[O:17]=[C:18]=[O:19].[OH2:1]>>[Cl:2][c:3]1[c:4]([O:5][S:6](=[O:7])(=[O:8])[NH2:9])[c:12]([Cl:16])[cH:13][cH:14][cH:15]1. Reactants: C(C1=CC=CC=C1)N1C=C(C(C(=C1)CC1=CC=CC=C1)=O)C(C=C(C(=O)OC)O)=O (Methyl 4-(1,5-dibenzyl-4-oxo-1,4-dihydro-pyridin-3-yl)-2-hydroxy-4-oxo-but-2-enoate), [OH-].[Na+] (NaOH). Run in C1CCOC1 (THF). Run at temperature 0 celsius, time 4 hour. Yields the product C(C1=CC=CC=C1)N1C=C(C(C(=C1)CC1=CC=CC=C1)=O)C(C=C(C(=O)O)O)=O (4-(1,5-dibenzyl-1,4-dihydro-4-oxopyridin-3-yl)-2-hydroxy-4-oxobut-2-enoic acid). Reaction SMILES: [CH2:1]([N:8]1[CH:13]=[C:12]([CH2:14][C:15]2[CH:20]=[CH:19][CH:18]=[CH:17][CH:16]=2)[C:11](=[O:21])[C:10]([C:22](=[O:30])[CH:23]=[C:24]([OH:29])[C:25]([O:27]C)=[O:26])=[CH:9]1)[C:2]1[CH:7]=[CH:6][CH:5]=[CH:4][CH:3]=1.[OH-].[Na+]>C1COCC1>[CH2:1]([N:8]1[CH:13]=[C:12]([CH2:14][C:15]2[CH:16]=[CH:17][CH:18]=[CH:19][CH:20]=2)[C:11](=[O:21])[C:10]([C:22](=[O:30])[CH:23]=[C:24]([OH:29])[C:25]([OH:27])=[O:26])=[CH:9]1)[C:2]1[CH:7]=[CH:6][CH:5]=[CH:4][CH:3]=1 |f:1.2|. Procedure: A mixture of methyl-4-(1,5-dibenzyl-1,4-dihydro-4-oxopyridin-3-yl)-2-hydroxy-4-oxobut-2-enoate 15, (0.080 g, 0.19 mmol) and 1 N NaOH (4 mL) in THF (12 mL) was stirred at 0° C. for 4 h. THF was distilled off and the residue acidified with 1 N HCl and extracted with EtOAc (2×25 mL), washed with brine solution (1×25 mL), dried over anhydrous Na2SO4 and EtOAc distilled off to give a yellow solid. The crude solid was triturated with diethylether, filtered and dried under vacuum. Finally the solid was... Starting materials: NC1=C(C(=O)O)C=CC(=C1)[N+](=O)[O-] (2-amino-4-nitro-benzoic acid), C(CCl)Cl (EDC), C=1C=CC2=C(C1)N=NN2O (HOBt), CCN(C(C)C)C(C)C (DIEA), N (NH3). The solvent is C(Cl)Cl (CH2Cl2), CO (MeOH). Conditions: time 8 hour. The product is NC1=C(C(=O)N)C=CC(=C1)[N+](=O)[O-] (2-amino-4-nitro-benzamide). Reaction SMILES: [NH2:1][C:2]1[CH:10]=[C:9]([N+:11]([O-:13])=[O:12])[CH:8]=[CH:7][C:3]=1[C:4](O)=[O:5].C(Cl)CCl.C1C=CC2N(O)N=[N:24]C=2C=1.CCN(C(C)C)C(C)C.N>C(Cl)Cl.CO>[NH2:1][C:2]1[CH:10]=[C:9]([N+:11]([O-:13])=[O:12])[CH:8]=[CH:7][C:3]=1[C:4]([NH2:24])=[O:5]. Procedure details: To a solution of 2-amino-4-nitro-benzoic acid (9.1 g, 50 mmol) in CH2Cl2 (500 mL) was added EDC (12 gram, 60 mmol), HOBt (6.8 g, 50 mmol), DIEA (12 mL), and NH3 in MeOH (2M, 40 mL). The reaction was stirred at RT for overnight, and a precipitation formed. The solid was isolated via vacuum filtration. Starting materials: CC=1NC=C(C1C(CCCCCCCCCCCCCCCCC)=O)C (2,4-dimethyl-3-octadecanoylpyrrole), BrCC1=CC=C(/C=C/C(=O)OCC)C=C1 (ethyl (E)-4-(bromomethyl)-cinnamate). The product is CC=1N(C=C(C1C(CCCCCCCCCCCCCCCCC)=O)C)CC1=CC=C(/C=C/C(=O)OCC)C=C1 (Ethyl (E)-4-[(2,4-dimethyl-3-octadecanoylpyrrol-1-yl)methyl]cinnamate). Reaction SMILES: [CH3:1][C:2]1[NH:3][CH:4]=[C:5]([CH3:26])[C:6]=1[C:7](=[O:25])[CH2:8][CH2:9][CH2:10][CH2:11][CH2:12][CH2:13][CH2:14][CH2:15][CH2:16][CH2:17][CH2:18][CH2:19][CH2:20][CH2:21][CH2:22][CH2:23][CH3:24].Br[CH2:28][C:29]1[CH:41]=[CH:40][C:32](/[CH:33]=[CH:34]/[C:35]([O:37][CH2:38][CH3:39])=[O:36])=[CH:31][CH:30]=1>>[CH3:1][C:2]1[N:3]([CH2:28][C:29]2[CH:41]=[CH:40][C:32](/[CH:33]=[CH:34]/[C:35]([O:37][CH2:38][CH3:39])=[O:36])=[CH:31][CH:30]=2)[CH:4]=[C:5]([CH3:26])[C:6]=1[C:7](=[O:25])[CH2:8][CH2:9][CH2:10][CH2:11][CH2:12][CH2:13][CH2:14][CH2:15][CH2:16][CH2:17][CH2:18][CH2:19][CH2:20][CH2:21][CH2:22][CH2:23][CH3:24]. Reported procedure: Preparation as in Example 2C with 362 mg (1 mmol) of 2,4-dimethyl-3-octadecanoylpyrrole (Lehr M., WO95/13266) in place of 3-dodecanoyl-2,4-dimethylpyrrole and with ethyl (E)-4-(bromomethyl)-cinnamate in place of ethyl (E)-3-(bromo-methyl)cinnamate. The reactants are [H-].[Na+] (NaH), Cl (HCl), COC1=CC=C2C(=CNC2=C1)C=O (6-methoxy-1H-indole-3-carboxaldehyde), CI (CH3I). Run in CN(C)C=O (DMF), O (H2O). Run at time 1 hour. The product is COC1=CC=C2C(=CN(C2=C1)C)C=O (6-methoxy-1-methyl-1H-indole-3-carboxaldehyde). The yield is 99.0%. As a reaction SMILES: [CH3:1][O:2][C:3]1[CH:11]=[C:10]2[C:6]([C:7]([CH:12]=[O:13])=[CH:8][NH:9]2)=[CH:5][CH:4]=1.[H-].[Na+].[CH3:16]I.Cl>CN(C=O)C.O>[CH3:1][O:2][C:3]1[CH:11]=[C:10]2[C:6]([C:7]([CH:12]=[O:13])=[CH:8][N:9]2[CH3:16])=[CH:5][CH:4]=1 |f:1.2|. Procedure details: A solution of 6-methoxy-1H-indole-3-carboxaldehyde (1.65, 9.4 mm) in DMF (10 mL) was cooled to 0° C., and treated with NaH(11.3 mm). After stirring at room temperature for 1 hour, the mixture was cooled to 0° C., treated with CH3I (0.7 mL, 11.3 mm), then allowed to warm to room temperature overnight. After pouring into H2O (200 mL), the mixture was acidified with HCl and extracted with EtOAc (100 mL×2). The combined organic fractions were dried over MgSO4, filtered and evaporated to afford 6-met... The reactants are ethyl acetate hexanes, CN(C)C=O (DMF), S(=O)(=O)(Cl)Cl (sulfurylchloride), COC1=CC=C(CC2=CC3=C(S2)C=CC=C3)C=C1 (2-(4-methoxybenzyl)benzo[b]thiophene). Product: COC1=CC=C(CC2=C(C3=C(S2)C=CC=C3)S(=O)(=O)Cl)C=C1 (2-(4-methoxybenzyl)-benzo[b]thiophene-3-sulfonylchloride), light yellow solid. Yield: 33.0%. RXN SMILES: CN(C=O)C.[S:6]([Cl:10])(Cl)(=[O:8])=[O:7].[CH3:11][O:12][C:13]1[CH:28]=[CH:27][C:16]([CH2:17][C:18]2[S:22][C:21]3[CH:23]=[CH:24][CH:25]=[CH:26][C:20]=3[CH:19]=2)=[CH:15][CH:14]=1>>[CH3:11][O:12][C:13]1[CH:14]=[CH:15][C:16]([CH2:17][C:18]2[S:22][C:21]3[CH:23]=[CH:24][CH:25]=[CH:26][C:20]=3[C:19]=2[S:6]([Cl:10])(=[O:8])=[O:7])=[CH:27][CH:28]=1. Procedure: 2-(4-methoxybenzyl)-benzo[b]thiophene-3-sulfonylchloride was prepared by the method of Example 40B with DMF (3.2 mmoles, 0.24 ml), sulfurylchloride (2.7 mmoles, 0.22 ml) and 2-(4-methoxybenzyl)benzo[b]thiophene (1.6 mmoles. 0.4 g). Flash chromatography using 2% ethyl acetate/hexanes provided 0.19 g (33%) of a light yellow solid.